The task is: describe an organic reaction: reactants, conditions, products, and yield. This data is from the Open Reaction Database (ORD), a public repository of structured organic reaction records. The reactants are COC(=O)C=1SC=CC1NC(C(F)(F)F)=O (3-(2,2,2-Trifluoroacetylamino)thiophene-2-carboxylic acid methyl ester), CON(C(C(C)C)=O)C (N-methoxy-N-methylisobutyramide). Yields the product COC(=O)C=1SC(=CC1NC(C(F)(F)F)=O)C(C(C)C)=O (5-Isobutyryl-3-(2,2,2-trifluoroacetylamino)thiophene-2-carboxylic acid methyl ester). RXN SMILES: [CH3:1][O:2][C:3]([C:5]1[S:6][CH:7]=[CH:8][C:9]=1[NH:10][C:11](=[O:16])[C:12]([F:15])([F:14])[F:13])=[O:4].CON(C)[C:20](=[O:24])[CH:21]([CH3:23])[CH3:22]>>[CH3:1][O:2][C:3]([C:5]1[S:6][C:7]([C:20](=[O:24])[CH:21]([CH3:23])[CH3:22])=[CH:8][C:9]=1[NH:10][C:11](=[O:16])[C:12]([F:13])([F:14])[F:15])=[O:4]. Reported procedure: 3-(2,2,2-Trifluoroacetylamino)thiophene-2-carboxylic acid methyl ester and N-methoxy-N-methylisobutyramide were reacted by method M. The product with the molecular weight of 323.29 (C12H12F3NO4S) was obtained in this way; MS (ESI): 324 (M+H+). Procedure details: In 1 l of methanol was dissolved 11.0 g of sodium, followed by the addition of 134.4 g of 3-benzyl-4-(2,2-diethoxyethyl)-4H-1,2,4-triazole-5-thione. Then, 30.0 ml of methyl iodide was added dropwise and the mixture was stirred for 20 minutes. Thereafter, the reaction mixture was treated as in Reference Example 3 to obtain 140 g of 3-benzyl-4-(2,2-diethoxyethyl)-5-methylthio-1,2,4-triazole as an oil. This oil was gradually added to 430 ml of concentrated sulfuric acid previously cooled with ice-s... The solvent is CO (methanol). Product: C(C1=CC=CC=C1)C1=NN=C(N1CC(OCC)OCC)SC (3-benzyl-4-(2,2-diethoxyethyl)-5-methylthio-1,2,4-triazole). The reactants are [Na] (sodium), C(C1=CC=CC=C1)C1=NNC(N1CC(OCC)OCC)=S (3-benzyl-4-(2,2-diethoxyethyl)-4H-1,2,4-triazole-5-thione), CI (methyl iodide). Run at time 20 minute. Reaction SMILES: [Na].[CH2:2]([C:9]1[N:13]([CH2:14][CH:15]([O:19][CH2:20][CH3:21])[O:16][CH2:17][CH3:18])[C:12](=[S:22])[NH:11][N:10]=1)[C:3]1[CH:8]=[CH:7][CH:6]=[CH:5][CH:4]=1.[CH3:23]I>CO>[CH2:2]([C:9]1[N:13]([CH2:14][CH:15]([O:19][CH2:20][CH3:21])[O:16][CH2:17][CH3:18])[C:12]([S:22][CH3:23])=[N:11][N:10]=1)[C:3]1[CH:8]=[CH:7][CH:6]=[CH:5][CH:4]=1 |^1:0|.